Dataset: the Open Reaction Database (ORD), a public repository of structured organic reaction records. Task: describe an organic reaction: reactants, conditions, products, and yield The reactants are BrC=1C=C(C=CC1)NC=1C2=C(N=CN1)SC1=C2CCC(C1)C(=O)OCC (ethyl 4-[(3-bromophenyl)amino]-5,6,7,8-tetrahydro[1]benzothieno[2,3-d]pyrimidine-7-carboxylate), C[Al](C)C (Trimethylaluminum), solution, N1CCCCC1 (piperidine). The solvent is C1(=CC=CC=C1)C (toluene), C1(=CC=CC=C1)C (toluene), hexanes. Reaction conditions: temperature 0 celsius, time 10 minute. Product: BrC=1C=C(C=CC1)NC=1C2=C(N=CN1)SC1=C2CCC(C1)C(=O)N1CCCCC1 (N-(3-bromophenyl)-7-(1-piperidinylcarbonyl)-5,6,7,8-tetrahydro[1]benzothieno[2,3-d]pyrimidin-4-amine). Reaction SMILES: C[Al](C)C.[NH:5]1[CH2:10][CH2:9][CH2:8][CH2:7][CH2:6]1.[Br:11][C:12]1[CH:13]=[C:14]([NH:18][C:19]2[C:20]3[C:27]4[CH2:28][CH2:29][CH:30]([C:32](OCC)=[O:33])[CH2:31][C:26]=4[S:25][C:21]=3[N:22]=[CH:23][N:24]=2)[CH:15]=[CH:16][CH:17]=1>C1(C)C=CC=CC=1>[Br:11][C:12]1[CH:13]=[C:14]([NH:18][C:19]2[C:20]3[C:27]4[CH2:28][CH2:29][CH:30]([C:32]([N:5]5[CH2:10][CH2:9][CH2:8][CH2:7][CH2:6]5)=[O:33])[CH2:31][C:26]=4[S:25][C:21]=3[N:22]=[CH:23][N:24]=2)[CH:15]=[CH:16][CH:17]=1. Reported procedure: Anhydrous toluene (2 mL) was added to a 50 mL round bottom flask previously evacuated and refilled with argon or nitrogen gas (3×). This was cooled to 0° C. in an ice-water bath for 5 min. Trimethylaluminum, 0.2 mL (1.8 equiv, 2.0M solution in hexanes) was added and the reaction was stirred at 0° C. for 15 min before piperidine (1.1 equiv, 0.25 mmol) was added to the above solution. It was allowed to stir at 0° C. for 10 min before warming to rt for 20 min. A 3 mL toluene solution of 100 mg (0.2... Reactants: CCO, COCOc1ccc(C#N)c([N+](=O)[O-])c1OC. Product: COCOc1ccc(C#N)c(N)c1OC. RXN SMILES: [CH3:18][CH2:19][OH:20].[CH3:1][O:2][c:3]1[c:4]([N+:15]([O-:16])=[O:17])[c:5]([C:6]#[N:7])[cH:8][cH:9][c:10]1[O:11][CH2:12][O:13][CH3:14]>>[CH3:1][O:2][c:3]1[c:4]([NH2:15])[c:5]([C:6]#[N:7])[cH:8][cH:9][c:10]1[O:11][CH2:12][O:13][CH3:14]. Run at temperature -78 celsius, time 30 minute. Product: ( A ), ClC1=CC=C(C=C1)C(C(=O)N1C(OC[C@@H]1C(C)C)=O)C1CC1 ((S)-N-[2-(4-chlorophenyl)-2-cyclopropylacetyl]-4-(1-methylethyl)-2-oxazolidinone). Reactants: CC(C)[C@@H]1NC(OC1)=O ((S)-4-(1-methylethyl)-2-oxazolidinone), C1(CC1)C(C(=O)Cl)C1=CC=C(C=C1)Cl (2-cyclopropyl-2-(4-chlorophenyl)acetyl chloride), O (water), C(CCC)[Li] (n-butyllithium). Solvent: O1CCCC1 (tetrahydrofuran). Reported procedure: In a separate reaction vessel a stirred solution of 2.0 grams (0.016 mole) of (S)-4-(1-methylethyl)-2-oxazolidinone in 50 mL of tetrahydrofuran was cooled to -78° C., and 6.25 mL (0.016 mole) of n-butyllithium (2.5 molar in hexane) was added dropwise. Upon completion of addition, the reaction mixture was stirred for 30 minutes, and then the 2-cyclopropyl-2-(4-chlorophenyl)acetyl chloride, prepared above, was added dropwise during several minutes. Upon completion of addition, the reaction mixture... Reaction SMILES: [CH3:1][CH:2]([C@H:4]1[CH2:8][O:7][C:6](=[O:9])[NH:5]1)[CH3:3].C([Li])CCC.[CH:15]1([CH:18]([C:22]2[CH:27]=[CH:26][C:25]([Cl:28])=[CH:24][CH:23]=2)[C:19](Cl)=[O:20])[CH2:17][CH2:16]1.O>O1CCCC1>[Cl:28][C:25]1[CH:24]=[CH:23][C:22]([CH:18]([CH:15]2[CH2:17][CH2:16]2)[C:19]([N:5]2[C@@H:4]([CH:2]([CH3:3])[CH3:1])[CH2:8][O:7][C:6]2=[O:9])=[O:20])=[CH:27][CH:26]=1.